This data is from the Open Reaction Database (ORD), a public repository of structured organic reaction records. The task is: describe an organic reaction: reactants, conditions, products, and yield The reactants are C(CC=C)NC=1C=C(C(=O)O)C=C(N1)OC (2-but-3-enylamino-6-methoxy-isonicotinic acid), CCN=C=NCCCN(C)C.Cl (EDC.HCl), CCOC(=O)C (EtOAc), C(C)(C)(C)OC(N)=O (carbamic acid tert-butyl ester), C=1C=CC2=C(C1)N=NN2O (HOBt). Solvent: CN(C)C=O (DMF), O (H2O). Run at time 3 hour. Yields the product C(CC=C)NC=1C=C(C(=O)NC(CC(CCC=C)C)C2OC(C(C2)C)=O)C=C(N1)OC (2-But-3-enylamino-6-methoxy-N-[3-methyl-1-(4-methyl-5-oxo-tetrahydro-furan-2-yl)-hept-6-enyl]-isonicotinamide). RXN SMILES: [CH2:1]([NH:5][C:6]1[CH:7]=[C:8]([CH:12]=[C:13]([O:15][CH3:16])[N:14]=1)[C:9]([OH:11])=O)[CH2:2][CH:3]=[CH2:4].[C:17](OC(=O)N)(C)([CH3:19])[CH3:18].[CH:25]1[CH:26]=[CH:27][C:28]2N(O)N=[N:31][C:29]=2[CH:30]=1.CCN=C=N[CH2:40][CH2:41][CH2:42]N(C)C.Cl.CC[O:49][C:50](C)=[O:51]>CN(C=O)C.O>[CH2:1]([NH:5][C:6]1[CH:7]=[C:8]([CH:12]=[C:13]([O:15][CH3:16])[N:14]=1)[C:9]([NH:31][CH:29]([CH:28]1[CH2:27][CH:26]([CH3:25])[C:50](=[O:51])[O:49]1)[CH2:30][CH:41]([CH3:40])[CH2:42][CH2:19][CH:17]=[CH2:18])=[O:11])[CH2:2][CH:3]=[CH2:4] |f:3.4|. Procedure details: A solution of 155 mg (0.7 mmol) 2-but-3-enylamino-6-methoxy-isonicotinic acid (Acid IIIb), 105 mg (0.47 mmol) (R)-3-methyl-1-(4-methyl-5-oxo-tetrahydro-furan-2-yl)hept-6-enyl]-carbamic acid tert-butyl ester and 63 mg (0.42 mmol) HOBt.H2O in 8 ml DMF is cooled to 0°, treated with 107 mg (0.56 mmol) EDC.HCl and stirred at rt for 3 h. The reaction mixture is diluted with EtOAc and washed with 0.5 N aqueous citric acid, 2 M KHCO3 and brine, then dried over Na2SO4, filtered and evaporated. Chromatogr... Starting materials: CC(C#CC(=O)OC)(C)C=1C=CC(=C(C=O)C1)OC (5-(1,1-Dimethyl-3-methoxycarbonyl-2-propynyl)-2-methoxybenzaldehyde), N[C@@H]1[C@@H](N(CCC1)C(=O)OC(C)(C)C)C1=CC=CC=C1 ((2S,3S)-3-Amino-1-tert-butoxycarbonyl-2-phenylpiperidine), C(C)(C)(C)OC(=O)N1[C@H]([C@H](CCC1)NCC1=C(C=CC(=C1)C(C)C#N)OC)C1=CC=CC=C1 ((2S,3S)-1-tert-Butoxycarbonyl-3-(5-(1-cyanoethyl)-2-methoxybenzyl)amino-2-phenylpiperidine). Yields the product C(C)(C)(C)OC(=O)N1[C@H]([C@H](CCC1)NCC1=C(C=CC(=C1)C(C#CC(=O)OC)(C)C)OC)C1=CC=CC=C1 ((2S,3S)-1-tert-Butoxycarbonyl-3-[5-(1,1-dimethyl-3-methoxycarbonyl-2-propynyl)-2-methoxybenzyl]amino-2-phenylpiperidine). RXN SMILES: [CH3:1][C:2]([C:10]1[CH:11]=[CH:12][C:13]([O:18][CH3:19])=[C:14]([CH:17]=1)[CH:15]=O)([CH3:9])[C:3]#[C:4][C:5]([O:7][CH3:8])=[O:6].[NH2:20][C@H:21]1[CH2:26][CH2:25][CH2:24][N:23]([C:27]([O:29][C:30]([CH3:33])([CH3:32])[CH3:31])=[O:28])[C@H:22]1[C:34]1[CH:39]=[CH:38][CH:37]=[CH:36][CH:35]=1.C(OC(N1CCC[C@H](NCC2C=C(C(C#N)C)C=CC=2OC)[C@@H]1C1C=CC=CC=1)=O)(C)(C)C>>[C:30]([O:29][C:27]([N:23]1[CH2:24][CH2:25][CH2:26][C@H:21]([NH:20][CH2:15][C:14]2[CH:17]=[C:10]([C:2]([CH3:9])([CH3:1])[C:3]#[C:4][C:5]([O:7][CH3:8])=[O:6])[CH:11]=[CH:12][C:13]=2[O:18][CH3:19])[C@@H:22]1[C:34]1[CH:39]=[CH:38][CH:37]=[CH:36][CH:35]=1)=[O:28])([CH3:33])([CH3:31])[CH3:32]. Reported procedure: This compound was prepared from Compound 59 and Compound 17 in the same manner of Compound 18. Reactants: ClCCOC1=NNC2=NC=NC(=C21)NC2=CC(=C(C=C2)OC=2C=NC(=CC2)C)Cl (3-(2-chloroethoxy)-N-{3-chloro-4-[(6-methylpyridin-3-yl)oxy]phenyl}-1H-pyrazolo[3,4-d]pyrimidin-4-amine), N1CCCC1 (pyrrolidine). The product is ClC=1C=C(C=CC1OC=1C=NC(=CC1)C)NC1=C2C(=NC=N1)NN=C2OCCN2CCCC2 (N-{3-chloro-4-[(6-methylpyridin-3-yl)oxy]phenyl}-3-(2-pyrrolidin-1-ylethoxy)-1H-pyrazolo[3,4-d]pyrimidin-4-amine). Yield: 17.0%. Reaction SMILES: Cl[CH2:2][CH2:3][O:4][C:5]1[C:13]2[C:8](=[N:9][CH:10]=[N:11][C:12]=2[NH:14][C:15]2[CH:20]=[CH:19][C:18]([O:21][C:22]3[CH:23]=[N:24][C:25]([CH3:28])=[CH:26][CH:27]=3)=[C:17]([Cl:29])[CH:16]=2)[NH:7][N:6]=1.[NH:30]1[CH2:34][CH2:33][CH2:32][CH2:31]1>>[Cl:29][C:17]1[CH:16]=[C:15]([NH:14][C:12]2[N:11]=[CH:10][N:9]=[C:8]3[NH:7][N:6]=[C:5]([O:4][CH2:3][CH2:2][N:30]4[CH2:34][CH2:33][CH2:32][CH2:31]4)[C:13]=23)[CH:20]=[CH:19][C:18]=1[O:21][C:22]1[CH:23]=[N:24][C:25]([CH3:28])=[CH:26][CH:27]=1. Procedure: The procedure described in Example 23 was repeated using 3-(2-chloroethoxy)-N-{3-chloro-4-[(6-methylpyridin-3-yl)oxy]phenyl}-1H-pyrazolo[3,4-d]pyrimidin-4-amine and pyrrolidine to give the title compound in 17% yield; NMR Spectrum: 1.66-1.68 (m, 4H), 2.45 (s, 3H), 2.51-2.56 (m, 4H), 2.90 (t, 2H), 4.44 (t, 2H), 7.20 (d, 1H), 7.27 (br s, 2H), 7.71 (d, 1H), 8.11 (s, 1H), 8.20 (s, 1H), 8.36 (s, 1H), 8.68 (br s, 1H; Mass Spectrum: 466 (MH+). The reactants are C(#N)C1=CC(=CC(=C1)C#N)C#N (1,3,5-tricyanobenzene), [H][H] (Hydrogen), CO (methanol), [OH-].[Na+] (sodium hydroxide). The reagents and catalysts are [Cr].[Ni] (nickel-chromium). Solvent: C1(=CC(=CC=C1)C)C (m-xylene). Product: NCC1=CC(=CC(=C1)CN)CN (1,3,5-tris(aminomethyl)benzene). Isolated yield 81.0%. RXN SMILES: [C:1]([C:3]1[CH:8]=[C:7]([C:9]#[N:10])[CH:6]=[C:5]([C:11]#[N:12])[CH:4]=1)#[N:2].CO.[OH-].[Na+].[H][H]>[Cr].[Ni].C1(C)C=CC=C(C)C=1>[NH2:2][CH2:1][C:3]1[CH:4]=[C:5]([CH2:11][NH2:12])[CH:6]=[C:7]([CH2:9][NH2:10])[CH:8]=1 |f:2.3,5.6|. Procedure: 1000 g of 1,3,5-tricyanobenzene (MTN) was charged in an autoclave having a 20 l capacity together with 400 g of Raney nickel-chromium catalyst (atomic ratio Ni:Cr=49:1), 1800 ml of methanol, 4.2 l of m-xylene and 32.6 g of sodium hydroxide. Hydrogen was injected thereinto under an initial pressure of 140 kg/cm2G and reaction was effected at 60°-102° C. to cause absorption of nearly theoretical amount of hydrogen for 31 minutes. The catalyst was filtered off and the solvent was distilled out. The... Reaction SMILES: [O:1]1[CH2:3][C@H:2]1[CH2:4][O:5][C:6]1[CH:14]=[CH:13][CH:12]=[C:11]2[C:7]=1[CH:8]=[CH:9][NH:10]2.[Cl:15][C:16]1[CH:17]=[CH:18][CH:19]=[C:20]2[C:24]=1[NH:23][CH:22]=[C:21]2[CH:25]1[CH2:30][CH2:29][NH:28][CH2:27][CH2:26]1.C(O)C>CS(C)=O>[Cl:15][C:16]1[CH:17]=[CH:18][CH:19]=[C:20]2[C:24]=1[NH:23][CH:22]=[C:21]2[CH:25]1[CH2:30][CH2:29][N:28]([CH2:3][C@H:2]([OH:1])[CH2:4][O:5][C:6]2[CH:14]=[CH:13][CH:12]=[C:11]3[C:7]=2[CH:8]=[CH:9][NH:10]3)[CH2:27][CH2:26]1. Product: ClC=1C=CC=C2C(=CNC12)C1CCN(CC1)C[C@@H](COC1=C2C=CNC2=CC=C1)O ((2S)-(+)-3-[4-(7-chloro-3-indolyl)-piperidin-1-yl]-1-(4-indolyloxy)-2-propanol). The reactants are O1[C@@H](C1)COC1=C2C=CNC2=CC=C1 ((S)-(+)-4-(oxiranylmethoxy)-1H-indole), ClC=1C=CC=C2C(=CNC12)C1CCNCC1 (7-chloro-3-(piperidin-4-yl)-1H-indole), C(C)O (ethanol). The solvent is CS(=O)C (dimethylsulfoxide). Procedure details: The title compound was prepared in a fashion similar to that described in Example 1 using (S)-(+)-4-(oxiranylmethoxy)-1H-indole (0.406 g, 2.13 mmol) and 7-chloro-3-(piperidin-4-yl)-1H-indole (0.500 g, 2.13 mmol) using ethanol as reaction solvent. Yield 0.325 g (35%) as a colorless powder. mp 186°-189° C. FDMS m/e=423 (M+ of free base). α[D]589 =+8.44 (c=1.09, dimethylsulfoxide). The reactants are C([O-])([O-])=O.[K+].[K+] (potassium carbonate), ClC1=C(C=C(C=C1)C(F)(F)F)F (4-chloro-3-fluorobenzotrifluoride), OC=1C=C(C(=O)O)C=CC1 (3-Hydroxybenzoic acid), [OH-].[K+] (potassium hydroxide). Solvent: O (water), CO (methanol), CS(=O)C (dimethylsulphoxide). Product: ClC1=C(OC=2C=C(C(=O)O)C=CC2)C=C(C=C1)C(F)(F)F (3(2-chloro-5-trifluoromethylphenoxy)benzoic acid). The yield is 56.9%. As a reaction SMILES: [OH:1][C:2]1[CH:3]=[C:4]([CH:8]=[CH:9][CH:10]=1)[C:5]([OH:7])=[O:6].[OH-].[K+].C(=O)([O-])[O-].[K+].[K+].[Cl:19][C:20]1[CH:25]=[CH:24][C:23]([C:26]([F:29])([F:28])[F:27])=[CH:22][C:21]=1F>CO.CS(C)=O.O>[Cl:19][C:20]1[CH:21]=[CH:22][C:23]([C:26]([F:27])([F:28])[F:29])=[CH:24][C:25]=1[O:1][C:2]1[CH:3]=[C:4]([CH:8]=[CH:9][CH:10]=1)[C:5]([OH:7])=[O:6] |f:1.2,3.4.5|. Procedure details: 3-Hydroxybenzoic acid (3.45 g) was added to a solution of potassium hydroxide (2.8 g) in methanol. The solution was evaporated under reduced pressure to give a white solid. This was taken up in dry dimethylsulphoxide (25 ml). The resulting solution was stirred and heated at 170° with anhydrous potassium carbonate (1.25 g) and 4-chloro-3-fluorobenzotrifluoride (5 g) for 12 hours. The mixture was then cooled and poured into water, (500 ml). The mixture was extracted with ether and then acidified (... Reactants: COC(=O)CCN, CN(C)C=O, Cl, C1CCOC1, O=C(O)C1CSSC1, CCOP(=O)(C#N)OCC. Yields the product COC(=O)CCNC(=O)C1CSSC1. As a reaction SMILES: [CH3:10][O:11][C:12]([CH2:13][CH2:14][NH2:15])=[O:16].[CH3:27][N:28]([CH3:29])[CH:30]=[O:31].[ClH:9].[O:32]1[CH2:33][CH2:34][CH2:35][CH2:36]1.[OH:1][C:2](=[O:3])[CH:4]1[CH2:5][S:6][S:7][CH2:8]1.[P:17]([C:18]#[N:19])([O:20][CH2:21][CH3:22])([O:23][CH2:24][CH3:25])=[O:26]>>[O:1]=[C:2]([CH:4]1[CH2:5][S:6][S:7][CH2:8]1)[NH:15][CH2:14][CH2:13][C:12]([O:11][CH3:10])=[O:16].